This data is from the Open Reaction Database (ORD), a public repository of structured organic reaction records. The task is: describe an organic reaction: reactants, conditions, products, and yield Starting materials: C(C1=CC=CC=C1)=O (benzaldehyde), Cl (HCl), C(C)(=O)C1=CC=C(CC2C(NC(S2)=O)=O)C=C1 (5-(4-acetylbenzyl)thiazolidine-2,4-dione), C(C1=CC=CC=C1)=O (benzaldehyde), C[O-].[Na+] (sodium methoxide). Solvent: O (water), C(C)O (ethanol). Product: C1(=CC=CC=C1)/C=C/C(=O)C1=CC=C(CC2C(NC(S2)=O)=O)C=C1 ((E)-5-[4-(3-Phenyl-2-propenoyl)benzyl]thiazolidine-2,4-dione). Yield: 24.5%. RXN SMILES: [C:1]([C:4]1[CH:17]=[CH:16][C:7]([CH2:8][CH:9]2[S:13][C:12](=[O:14])[NH:11][C:10]2=[O:15])=[CH:6][CH:5]=1)(=[O:3])[CH3:2].[CH:18](=O)[C:19]1[CH:24]=[CH:23][CH:22]=[CH:21][CH:20]=1.C[O-].[Na+].Cl>C(O)C.O>[C:19]1(/[CH:18]=[CH:2]/[C:1]([C:4]2[CH:17]=[CH:16][C:7]([CH2:8][CH:9]3[S:13][C:12](=[O:14])[NH:11][C:10]3=[O:15])=[CH:6][CH:5]=2)=[O:3])[CH:24]=[CH:23][CH:22]=[CH:21][CH:20]=1 |f:2.3|. Reported procedure: To a slurry of 5-(4-acetylbenzyl)thiazolidine-2,4-dione (4.0 mmol, 1.0 g), and benzaldehyde (4.0 mmol, 0.41 ml) in ethanol (10 ml) was added sodium methoxide (4.8 mmol, 260 mg). The solution was heated to reflux for 1.5 hours, then more benzaldehyde was added and the mixture was heated another 1.5 hours, then cooled, diluted with water (60 ml), acidified with 2N HCl and extracted with ethyl acetate (2×50 ml). The combined extracts were washed with water (50 ml), dried over sodium sulfate and con... Starting materials: COCCO (2-methoxy-ethanol), CC1(C2=C(C(=CC=C2)P(C3=CC=CC=C3)C4=CC=CC=C4)OC5=C(C=CC=C51)P(C6=CC=CC=C6)C7=CC=CC=C7)C (xanthphos), CC(C)([O-])C.[Na+] (sodium tert.-butoxide), C(C1=CC=CC=C1)[C@@H](C(=O)N1CCN(CC1)CC1=CC=CC=C1)N(C(C=CC1=CC=C(C=C1)C(F)(F)F)=O)CC=1C=NC(=CC1)Br (N—[(S)-1-benzyl-2-(4-benzyl-piperazin-1-yl)-2-oxo-ethyl]-N-(6-bromo-pyridin-3-ylmethyl)-3-(4-trifluoromethyl-phenyl)-acrylamide). Reagents/catalysts: C=1C=CC(=CC1)/C=C/C(=O)/C=C/C2=CC=CC=C2.C=1C=CC(=CC1)/C=C/C(=O)/C=C/C2=CC=CC=C2.C=1C=CC(=CC1)/C=C/C(=O)/C=C/C2=CC=CC=C2.[Pd].[Pd] (tris-(dibenzylideneaceton)-dipalladium). Solvent: C1(=CC=CC=C1)C (toluene), [Cl-].[Na+].O (brine). Reaction conditions: temperature 50 celsius, time 90 minute. The product is C(C1=CC=CC=C1)[C@@H](C(=O)N1CCN(CC1)CC1=CC=CC=C1)N(C(C=CC1=CC=C(C=C1)C(F)(F)F)=O)CC=1C=NC(=CC1)OCCOC (N—[(S)-1-benzyl-2-(4-benzyl-piperazin-1-yl)-2-oxo-ethyl]-N-[6-(2-methoxy-ethoxy)-pyridin-3-ylmethyl]-3-(4-trifluoromethyl-phenyl)-acrylamide). Yield: 47.7%. As a reaction SMILES: [CH2:1]([C@H:8]([N:24]([CH2:39][C:40]1[CH:41]=[N:42][C:43](Br)=[CH:44][CH:45]=1)[C:25](=[O:38])[CH:26]=[CH:27][C:28]1[CH:33]=[CH:32][C:31]([C:34]([F:37])([F:36])[F:35])=[CH:30][CH:29]=1)[C:9]([N:11]1[CH2:16][CH2:15][N:14]([CH2:17][C:18]2[CH:23]=[CH:22][CH:21]=[CH:20][CH:19]=2)[CH2:13][CH2:12]1)=[O:10])[C:2]1[CH:7]=[CH:6][CH:5]=[CH:4][CH:3]=1.[CH3:47][O:48][CH2:49][CH2:50][OH:51].CC1(C)C2C(=C(P(C3C=CC=CC=3)C3C=CC=CC=3)C=CC=2)OC2C(P(C3C=CC=CC=3)C3C=CC=CC=3)=CC=CC1=2.CC(C)([O-])C.[Na+]>C1(C)C=CC=CC=1.[Cl-].[Na+].O.C1C=CC(/C=C/C(/C=C/C2C=CC=CC=2)=O)=CC=1.C1C=CC(/C=C/C(/C=C/C2C=CC=CC=2)=O)=CC=1.C1C=CC(/C=C/C(/C=C/C2C=CC=CC=2)=O)=CC=1.[Pd].[Pd]>[CH2:1]([C@H:8]([N:24]([CH2:39][C:40]1[CH:41]=[N:42][C:43]([O:51][CH2:50][CH2:49][O:48][CH3:47])=[CH:44][CH:45]=1)[C:25](=[O:38])[CH:26]=[CH:27][C:28]1[CH:33]=[CH:32][C:31]([C:34]([F:37])([F:36])[F:35])=[CH:30][CH:29]=1)[C:9]([N:11]1[CH2:16][CH2:15][N:14]([CH2:17][C:18]2[CH:23]=[CH:22][CH:21]=[CH:20][CH:19]=2)[CH2:13][CH2:12]1)=[O:10])[C:2]1[CH:7]=[CH:6][CH:5]=[CH:4][CH:3]=1 |f:3.4,6.7.8,9.10.11.12.13|. Procedure: In an inert atmosphere, N—[(S)-1-benzyl-2-(4-benzyl-piperazin-1-yl)-2-oxo-ethyl]-N-(6-bromo-pyridin-3-ylmethyl)-3-(4-trifluoromethyl-phenyl)-acrylamide (80 mg, 0.116 mmol), was dissolved in dry toluene (3 mL) followed by the addition of 2-methoxy-ethanol (11.4 mg, 0.15 mmol), tris-(dibenzylideneaceton)-dipalladium (2.1 mg, 0.002 mmol), xanthphos (4 mg, 0.007 mmol) and sodium tert.-butoxide (16.7 mg, 0.174 mmol). The mixture was heated to 50° C. and stirring continued for 90 min. The reaction mix... Reactants: [BH4-].[Na+] (sodium borohydride), FC=1C=C(C=CC1C(C(=C)CCO)=O)NC(=O)C1=NC=CC=C1 (N-(3-fluoro-4-(2-(2-hydroxyethyl)acryloyl)phenyl)pyridine-2-carboxamide), C([O-])(O)=O.[Na+] (sodium bicarbonate). Solvent: CO (methanol). Reaction conditions: time 1 hour. Product: OC(C(CCO)C)C1=C(C=C(C=C1)NC(=O)C1=NC=CC=C1)F (N-(4-(1,4-dihydroxy-2-methylbutyl)-3-fluorophenyl)pyridine-2-carboxamide). RXN SMILES: [BH4-].[Na+].[F:3][C:4]1[CH:5]=[C:6]([NH:17][C:18]([C:20]2[CH:25]=[CH:24][CH:23]=[CH:22][N:21]=2)=[O:19])[CH:7]=[CH:8][C:9]=1[C:10](=[O:16])[C:11]([CH2:13][CH2:14][OH:15])=[CH2:12].C(=O)(O)[O-].[Na+]>CO>[OH:16][CH:10]([C:9]1[CH:8]=[CH:7][C:6]([NH:17][C:18]([C:20]2[CH:25]=[CH:24][CH:23]=[CH:22][N:21]=2)=[O:19])=[CH:5][C:4]=1[F:3])[CH:11]([CH3:12])[CH2:13][CH2:14][OH:15] |f:0.1,3.4|. Procedure details: 150 mg of sodium borohydride was added to a methanol (8 ml) solution of 320 mg of N-(3-fluoro-4-(2-(2-hydroxyethyl)acryloyl)phenyl)pyridine-2-carboxamide, and the reaction liquid was stirred at room temperature for 1 hour. Aqueous saturated sodium bicarbonate was added to the reaction liquid, extracted with chloroform, and dried with anhydrous sodium sulfate. The solvent was evaporated away under reduced pressure, and the resulting residue was purified through silica gel column chromatography (d... Product: COCC1=NC2=C(N1)C=C(C=C2C(=O)O)[N+](=O)[O-] (2-(methoxymethyl)-6-nitro-1H-benzimidazole-4-carboxylic acid). Isolated yield 101.2%. Run at time 16 hour. Reaction SMILES: [CH3:1][O:2][CH2:3][C:4]1[NH:8][C:7]2[CH:9]=[C:10]([N+:17]([O-:19])=[O:18])[CH:11]=[C:12]([C:13]([O:15]C)=[O:14])[C:6]=2[N:5]=1.O.[OH-].[Li+].O.Cl>CO>[CH3:1][O:2][CH2:3][C:4]1[NH:8][C:7]2[CH:9]=[C:10]([N+:17]([O-:19])=[O:18])[CH:11]=[C:12]([C:13]([OH:15])=[O:14])[C:6]=2[N:5]=1 |f:1.2.3|. Procedure details: To a suspension of methyl 2-(methoxymethyl)-6-nitro-1H-benzimidazole-4-carboxylate (Example 11, Step 3) (4.8 g) in MeOH (120 mL), were added lithium hydroxide hydrate (4.56 g) and water (54 mL). The mixture was stirred at room temperature for 16 hours. Under ice-cooling, 1N hydrochloric acid was added slowly to the reaction mixture to adjust the pH to about 2. The precipitate was collected by filtration and dried to obtain 2-(methoxymethyl)-6-nitro-1H-benzimidazole-4-carboxylic acid (4.6 g). To ... The reactants are Cl (hydrochloric acid), O.[OH-].[Li+] (lithium hydroxide hydrate), O (water), COCC1=NC2=C(N1)C=C(C=C2C(=O)OC)[N+](=O)[O-] (methyl 2-(methoxymethyl)-6-nitro-1H-benzimidazole-4-carboxylate). The solvent is CO (MeOH). Starting materials: ClC=1C(=C(C=CC1)N1CN(CC1=O)C(CNCCOC)=O)C (3-(3-Chloro-2-methyl-phenyl)-1-[2-(2-methoxy-ethylamino)-acetyl]-imidazolidin-4-one), ClC1=CC=C(C=C1)N=C=O (1-Chloro-4-isocyanato-benzene). The solvent is C1CCOC1 (THF). Product: ClC=1C(=C(C=CC1)N1CN(CC1=O)C(CN(C(=O)NC1=CC=C(C=C1)Cl)CCOC)=O)C (1-{2-[3-(3-Chloro-2-methyl-phenyl)-4-oxo-imidazolidin-1-yl]-2-oxo-ethyl}-3-(4-chloro-phenyl)-1-(2-methoxy-ethyl)-urea). Reaction SMILES: [Cl:1][C:2]1[C:3]([CH3:22])=[C:4]([N:8]2[C:12](=[O:13])[CH2:11][N:10]([C:14](=[O:21])[CH2:15][NH:16][CH2:17][CH2:18][O:19][CH3:20])[CH2:9]2)[CH:5]=[CH:6][CH:7]=1.[Cl:23][C:24]1[CH:29]=[CH:28][C:27]([N:30]=[C:31]=[O:32])=[CH:26][CH:25]=1>C1COCC1>[Cl:1][C:2]1[C:3]([CH3:22])=[C:4]([N:8]2[C:12](=[O:13])[CH2:11][N:10]([C:14](=[O:21])[CH2:15][N:16]([CH2:17][CH2:18][O:19][CH3:20])[C:31]([NH:30][C:27]3[CH:28]=[CH:29][C:24]([Cl:23])=[CH:25][CH:26]=3)=[O:32])[CH2:9]2)[CH:5]=[CH:6][CH:7]=1. Procedure: A mixture of 3-(3-Chloro-2-methyl-phenyl)-1-[2-(2-methoxy-ethylamino)-acetyl]-imidazolidin-4-one (100 mg, 0.3 mmol, 1 eq), 1-Chloro-4-isocyanato-benzene (56 mg, 0.36 mmol, 1.2 eq), in THF (2 ml) was stirred at room temperature overnight. It was concentrated, dissolved in acetonitrile and purified with HPLC to give the desired product. LCMS observed for (M+H)+: 479.1 The reactants are O (water), [N+](=O)([O-])C1=CC=C2CCCC(C2=C1)=O (7-nitrotetralone), [BH4-].[Na+] (NaBH4), C1(=CC=CC=C1)C (toluene). The reagents and catalysts are C1(=CC=C(C=C1)S(=O)(=O)O)C (p-toluenesulfonic acid). Run in CO (MeOH). Product: [N+](=O)([O-])C=1C=C2C=CCCC2=CC1 (6-nitro-1,2-dihydronapthalene). Isolated yield 84.8%. Reaction SMILES: [N+:1]([C:4]1[CH:13]=[C:12]2[C:7]([CH2:8][CH2:9][CH2:10][C:11]2=O)=[CH:6][CH:5]=1)([O-:3])=[O:2].[BH4-].[Na+].C1(C)C=CC=CC=1.O>CO.C1(C)C=CC(S(O)(=O)=O)=CC=1>[N+:1]([C:4]1[CH:13]=[C:12]2[C:7](=[CH:6][CH:5]=1)[CH2:8][CH2:9][CH:10]=[CH:11]2)([O-:3])=[O:2] |f:1.2|. Procedure: A suspension of 7-nitrotetralone (20 g, 0.105 mol) in MeOH (300 mL) was treated with NaBH4 (4.1 g) with intermitent cooling. After the addition, cooling was removed and the reaction stirred over night. The reaction was cooled in ice-water and quenched with a solution of MeOH (200 mL) and concentrated HCl (35 mL). The solvent was evaporated, the residue was suspended in H2O, and the mixture was extracted with CHCl. The extracts were dried and the solvent evaporated to give a tan solid. A mixture ... RXN SMILES: [Br:1][c:2]1[n:3][cH:4][c:5]([CH3:8])[cH:6][cH:7]1.[C-:23]#[N:24].[C-:26]#[N:27].[CH3:12][N:13]([CH3:14])[CH:15]=[O:16].[CH3:17][CH2:18][O:19][C:20](=[O:21])[CH3:22].[Cl:9][CH2:10][Cl:11].[Zn+2:25].[Zn:28]>>[c:2]1([C:12]#[N:13])[n:3][cH:4][c:5]([CH3:8])[cH:6][cH:7]1. The reactants are Cc1ccc(Br)nc1, [C-]#N, [C-]#N, CN(C)C=O, CCOC(C)=O, ClCCl, [Zn+2], [Zn]. Yields the product Cc1ccc(C#N)nc1.